From a dataset of the Open Reaction Database (ORD), a public repository of structured organic reaction records. describe an organic reaction: reactants, conditions, products, and yield Starting materials: C(C)(=O)OCC (ethyl acetate), O.O.ClC1=CC=C(C(=O)NC(C(=O)[O-])(C(=O)[O-])CCC#N)C=C1.[Na+].[Na+] (disodium 2-(p-chlorobenzoylamino)-2-(2-cyanoethyl)malonate dihydrate), Cl (hydrochloric acid). The solvent is O (water). Yields the product ClC1=CC=C(C(=O)NC(C(=O)O)(C(=O)O)CCC#N)C=C1 (2-(p-chlorobenzoylamino)-2-(2-cyanoethyl)malonic acid). Isolated yield 100.6%. RXN SMILES: C(OCC)(=O)C.O.O.[Cl:9][C:10]1[CH:29]=[CH:28][C:13]([C:14]([NH:16][C:17]([CH2:24][CH2:25][C:26]#[N:27])([C:21]([O-:23])=[O:22])[C:18]([O-:20])=[O:19])=[O:15])=[CH:12][CH:11]=1.[Na+].[Na+].Cl>O>[Cl:9][C:10]1[CH:11]=[CH:12][C:13]([C:14]([NH:16][C:17]([CH2:24][CH2:25][C:26]#[N:27])([C:21]([OH:23])=[O:22])[C:18]([OH:20])=[O:19])=[O:15])=[CH:28][CH:29]=1 |f:1.2.3.4.5|. Procedure details: Fifty milliliters of ethyl acetate were added to a solution of 4.0 g of disodium 2-(p-chlorobenzoylamino)-2-(2-cyanoethyl)malonate dihydrate in water (50 ml), and the resulting solution was adjusted to pH 2.0 by adding 1N hydrochloric acid at 0°-5° C. The organic layer was separated off and dried over magnesium sulphate. The solvent was distilled off and the resulting residue was recrystallized from diethyl ether, to give 3.2 g of the desired acid (b) as a colourless powder melting at 103°-105° ... The reactants are FC1=C(C=C(C2=C1C=CO2)Br)F (4,5-difluoro-7-bromobenzofuran), [Mg] (magnesium), COB(OC)OC (trimethylborate). The solvent is O1CCCC1 (tetrahydrofuran). Conditions: temperature -5 celsius, time 1.5 hour. Yields the product FC1=C(C=C(C2=C1C=CO2)B(O)O)F ((4,5-difluorobenzofur-7-yl)boronic acid). The yield is 123.7%. Reaction SMILES: [F:1][C:2]1[C:7]2[CH:8]=[CH:9][O:10][C:6]=2[C:5](Br)=[CH:4][C:3]=1[F:12].[Mg].C[O:15][B:16](OC)[O:17]C>O1CCCC1>[F:1][C:2]1[C:7]2[CH:8]=[CH:9][O:10][C:6]=2[C:5]([B:16]([OH:17])[OH:15])=[CH:4][C:3]=1[F:12]. Procedure: A mixture of 2.0 gm (8.58mMol) 4,5-difluoro-7-bromobenzofuran and 0.202 gm (8.58 mMol) magnesium in 10 mL tetrahydrofuran was heated at reflux for 50 minutes. The resulting mixture was then cooled to −5° C. and treated dropwise with 1.01 mL (8.93 mMol) trimethylborate over 20 minutes. The reaction mixture was stirred at room temperature for 1.5 hours and was then concentrated under reduced pressure. The residue was partitioned between 50 mL deionized water and 50 mL ethyl acetate. The mixture wa... Starting materials: O1[C@H](C1)CC1=C(C=CC=C1[N+](=O)[O-])S(=O)(=O)[O-] (2(S)-oxiran-2-ylmethyl3-nitrobenzenesulfonate), OC1=C(C(=O)OC)C=CC(=C1)OCC1=CC=C(C=C1)OC (methyl 2-hydroxy-4-[(4-methoxybenzyl)oxy]benzoate), C([O-])([O-])=O.[Cs+].[Cs+] (cesium carbonate). Solvent: CN(C=O)C (dimethylformamide). Run at time 8 hour. Product: COC(C1=C(C=C(C=C1)OCC1=CC=C(C=C1)OC)OC[C@H]1OC1)=O (Methyl-4-[(4-methoxybenzyl)oxy]-2-[(2S)-oxiran-2-ylmethoxy]benzoate). The yield is 87.1%. As a reaction SMILES: [O:1]1[CH2:3][C@@H:2]1[CH2:4]C1C([N+]([O-])=O)=CC=CC=1S([O-])(=O)=O.[OH:18][C:19]1[CH:28]=[C:27]([O:29][CH2:30][C:31]2[CH:36]=[CH:35][C:34]([O:37][CH3:38])=[CH:33][CH:32]=2)[CH:26]=[CH:25][C:20]=1[C:21]([O:23][CH3:24])=[O:22].C(=O)([O-])[O-].[Cs+].[Cs+]>CN(C)C=O>[CH3:24][O:23][C:21](=[O:22])[C:20]1[CH:25]=[CH:26][C:27]([O:29][CH2:30][C:31]2[CH:32]=[CH:33][C:34]([O:37][CH3:38])=[CH:35][CH:36]=2)=[CH:28][C:19]=1[O:18][CH2:4][C@@H:2]1[CH2:3][O:1]1 |f:2.3.4|. Procedure: A mixture of 2(S)-oxiran-2-ylmethyl3-nitrobenzenesulfonate (518 mg, 2.0 mmol), methyl 2-hydroxy-4-[(4-methoxybenzyl)oxy]benzoate (576.6 mg, 2.0 mmol) and cesium carbonate (Cs2CO3) (812.5 mg, 2.5 mmol) in dimethylformamide (10 mL) was stirred at room temperature overnight. The reaction mixture was partitioned between ethyl acetate and water. The organic layer was dried over sodium sulphate, Na2SO4, filtered, concentrated in vacuo and the residue was purified by silica gel flash chromatography (0-... Reactants: ClC=1C=C(CN(C(C(Cl)Cl)=O)CC=CCC)C=CC1 (N-(3-chlorobenzyl)-N-(2-pentenyl)-2,2-dichloroacetamide), C(CCC)NCCCC (di-normal-butylamine), cuprous chloride, Cl (hydrochloric acid). The solvent is C=1(C(=CC=CC1)C)C (xylene). Conditions: temperature 90 celsius. The product is ClC=1C=C(CN2C(C(C(C2)C(CC)Cl)Cl)=O)C=CC1 (1-(3-chlorobenzyl)-3-chloro-4-(1-chloropropyl)-2-pyrrolidinone). RXN SMILES: [Cl:1][C:2]1[CH:3]=[C:4]([CH:17]=[CH:18][CH:19]=1)[CH2:5][N:6]([CH2:12][CH:13]=[CH:14][CH2:15][CH3:16])[C:7](=[O:11])[CH:8](Cl)[Cl:9].C(NCCCC)CCC.[ClH:29]>C1(C)C(C)=CC=CC=1>[Cl:1][C:2]1[CH:3]=[C:4]([CH:17]=[CH:18][CH:19]=1)[CH2:5][N:6]1[CH2:12][CH:13]([CH:14]([Cl:29])[CH2:15][CH3:16])[CH:8]([Cl:9])[C:7]1=[O:11]. Reported procedure: N-(3-chlorobenzyl)-N-(2-pentenyl)-2,2-dichloroacetamide was added by 1 g into 15 ml of xylene, to which 2 g of di-normal-butylamine and 0.5 g of cuprous chloride were added under stirring at 90° C. After continuing stirring for one hour, 40 ml of 20% hydrochloric acid was added and extracted with toluene. The extract was dried with anhydrous magnesium sulfate, concentrated by an evaporator and then purified on silica gel chromatography (hexane/ethyl acetate=3/1, v/v) to obtain 0.6 g of an oily p... Product: CCCCCCCCCCCCOc1ccc(C)[n+]([O-])c1C=CCC(=O)O. The reactants are CCCCCCCCCCCCOc1ccc(C)nc1C=CCC(=O)O, O=C(OO)c1cccc(Cl)c1, ClCCl, [Na+], O=C([O-])O. As a reaction SMILES: [C:1](=[O:2])([OH:3])[CH2:4][CH:5]=[CH:6][c:7]1[n:8][c:9]([CH3:26])[cH:10][cH:11][c:12]1[O:13][CH2:14][CH2:15][CH2:16][CH2:17][CH2:18][CH2:19][CH2:20][CH2:21][CH2:22][CH2:23][CH2:24][CH3:25].[Cl:27][c:28]1[cH:29][c:30]([C:35](=[O:32])[O:36][OH:37])[cH:31][cH:33][cH:34]1.[Cl:43][CH2:44][Cl:45].[Na+:42].[O-:38][C:39]([OH:40])=[O:41]>>[C:1](=[O:2])([OH:3])[CH2:4][CH:5]=[CH:6][c:7]1[n+:8]([O-:32])[c:9]([CH3:26])[cH:10][cH:11][c:12]1[O:13][CH2:14][CH2:15][CH2:16][CH2:17][CH2:18][CH2:19][CH2:20][CH2:21][CH2:22][CH2:23][CH2:24][CH3:25]. Starting materials: CCNC(=O)c1c(C2CC2)nc(CC)n1Cc1ccc2oc(-c3ccccc3NS(=O)(=O)C(F)(F)F)c(Br)c2c1, CCOC(C)=O, [Na+], [Na+], O=C([O-])[O-]. The product is CCNC(=O)c1c(C2CC2)nc(CC)n1Cc1ccc2oc(-c3ccccc3NS(=O)(=O)C(F)(F)F)cc2c1. Reaction SMILES: [Br:1][c:2]1[c:3](-[c:27]2[c:28]([NH:33][S:34](=[O:35])(=[O:36])[C:37]([F:38])([F:39])[F:40])[cH:29][cH:30][cH:31][cH:32]2)[o:4][c:5]2[c:6]1[cH:7][c:8]([CH2:11][n:12]1[c:13]([CH2:25][CH3:26])[n:14][c:15]([CH:22]3[CH2:23][CH2:24]3)[c:16]1[C:17](=[O:18])[NH:19][CH2:20][CH3:21])[cH:9][cH:10]2.[CH3:47][CH2:48][O:49][C:50](=[O:51])[CH3:52].[Na+:41].[Na+:42].[O-:43][C:44](=[O:45])[O-:46]>>[cH:2]1[c:3](-[c:27]2[c:28]([NH:33][S:34](=[O:35])(=[O:36])[C:37]([F:38])([F:39])[F:40])[cH:29][cH:30][cH:31][cH:32]2)[o:4][c:5]2[c:6]1[cH:7][c:8]([CH2:11][n:12]1[c:13]([CH2:25][CH3:26])[n:14][c:15]([CH:22]3[CH2:23][CH2:24]3)[c:16]1[C:17](=[O:18])[NH:19][CH2:20][CH3:21])[cH:9][cH:10]2. The reactants are [O-]P(=O)([O-])[O-].[K+].[K+].[K+] (potassium phosphate tribasic), COC=1C=CC=C(C1C=2C=CC=CC2P(C3CCCCC3)C4CCCCC4)OC (S-PHOS), BrC=1C=NN2C1N=C(C(=C2)C2=CC=CC=C2)C2=CC=C(C=O)C=C2 (4-(3-bromo-6-phenylpyrazolo[1,5-a]pyrimidin-5-yl)benzaldehyde), CB(O)O (methylboronic acid). Reagents/catalysts: C(C)(=O)[O-].[Pd+2].C(C)(=O)[O-] (palladium acetate). Solvent: O (water), ClCCl (dichloromethane), C1(=CC=CC=C1)C (toluene). Reaction conditions: temperature 120 celsius. Product: CC=1C=NN2C1N=C(C(=C2)C2=CC=CC=C2)C2=CC=C(C=O)C=C2 (4-(3-Methyl-6-phenylpyrazolo[1,5-a]pyrimidin-5-yl)benzaldehyde). RXN SMILES: Br[C:2]1[CH:3]=[N:4][N:5]2[CH:10]=[C:9]([C:11]3[CH:16]=[CH:15][CH:14]=[CH:13][CH:12]=3)[C:8]([C:17]3[CH:24]=[CH:23][C:20]([CH:21]=[O:22])=[CH:19][CH:18]=3)=[N:7][C:6]=12.[CH3:25]B(O)O.[O-]P([O-])([O-])=O.[K+].[K+].[K+].COC1C=CC=C(OC)C=1C1C=CC=CC=1P(C1CCCCC1)C1CCCCC1>C1(C)C=CC=CC=1.O.ClCCl.C([O-])(=O)C.[Pd+2].C([O-])(=O)C>[CH3:25][C:2]1[CH:3]=[N:4][N:5]2[CH:10]=[C:9]([C:11]3[CH:16]=[CH:15][CH:14]=[CH:13][CH:12]=3)[C:8]([C:17]3[CH:24]=[CH:23][C:20]([CH:21]=[O:22])=[CH:19][CH:18]=3)=[N:7][C:6]=12 |f:2.3.4.5,10.11.12|. Reported procedure: To a mixture of 0.50 g 4-(3-bromo-6-phenylpyrazolo[1,5-a]pyrimidin-5-yl)benzaldehyde (prepared as described under example 31) and 0.12 g methylboronic acid in 17 ml toluene are added 0.83 g potassium phosphate tribasic, 0.029 g palladium acetate and 0.11 g S-PHOS. The reaction mixture is heated for 1 h under microwave irradiation to 120° C. This mixture is worked up by diluting with water and extraction with dichloromethane. The organic layers are dried over Na2SO4 and concentrated to yield the ... Starting materials: FN(S(=O)(=O)C1=CC=C(C=C1)C)C(C)(C)C (N-Fluoro-N-t-butyl-p-toluenesulfonamide), C1(=CC=CC2=CC=CC=C12)[O-].[K+] (potassium naphtholate). The solvent is O1CCCC1 (tetrahydrofuran), CCOCC (ether). The product is FC1=C(C2=CC=CC=C2C=C1)O (2-fluoro-1-naphthol). Yield: 60.0%. Reaction SMILES: [F:1]N(C(C)(C)C)S(C1C=CC(C)=CC=1)(=O)=O.[C:17]1([O-:27])[C:26]2[C:21](=[CH:22][CH:23]=[CH:24][CH:25]=2)[CH:20]=[CH:19][CH:18]=1.[K+]>O1CCCC1.CCOCC>[F:1][C:18]1[CH:19]=[CH:20][C:21]2[C:26](=[CH:25][CH:24]=[CH:23][CH:22]=2)[C:17]=1[OH:27] |f:1.2|. Procedure: Potassium hydride (93.6 mg as a 35% oil dispersion, 0.82 mmol) was suspended in anhydrous tetrahydrofuran (2.5 mL) under nitrogen. 1-Naphthol (72 mg, 0.5 mmole) was added and the mixture was stirred until hydrogen evolution ceased (about 5 minutes) to produce potassium naphtholate. N-Fluoro-N-t-butyl-p-toluenesulfonamide (122 mg, 0.5 mmole) was dissolved in anhydrous tetrahydrofuran (2.5 mL) and the solution was added dropwise to the potassium naphtholate. After 20 minutes the reaction mixture w... Reactants: Clc1cnc2c(n1)OCCN(Cc1ccccc1)C2, Cc1ccccc1, CC(O)C1CC1, [H-], [Na+], O=C(C=Cc1ccccc1)C=Cc1ccccc1, O=C(C=Cc1ccccc1)C=Cc1ccccc1, O=C(C=Cc1ccccc1)C=Cc1ccccc1, O, [Pd], [Pd], c1ccc(P(c2ccccc2)c2ccc3ccccc3c2-c2c(P(c3ccccc3)c3ccccc3)ccc3ccccc23)cc1. The product is CC(Oc1cnc2c(n1)OCCN(Cc1ccccc1)C2)C1CC1. As a reaction SMILES: [CH2:9]([c:10]1[cH:11][cH:12][cH:13][cH:14][cH:15]1)[N:16]1[CH2:17][CH2:18][O:19][c:20]2[c:21]([n:23][cH:24][c:25]([Cl:27])[n:26]2)[CH2:22]1.[CH3:74][c:75]1[cH:76][cH:77][cH:78][cH:79][cH:80]1.[CH:1]1([CH:4]([CH3:5])[OH:6])[CH2:2][CH2:3]1.[H-:7].[Na+:8].[O:101]=[C:102]([CH:103]=[CH:104][c:105]1[cH:106][cH:107][cH:108][cH:109][cH:110]1)[CH:111]=[CH:112][c:113]1[cH:114][cH:115][cH:116][cH:117][cH:118]1.[O:119]=[C:120]([CH:121]=[CH:122][c:123]1[cH:124][cH:125][cH:126][cH:127][cH:128]1)[CH:129]=[CH:130][c:131]1[cH:132][cH:133][cH:134][cH:135][cH:136]1.[O:83]=[C:84]([CH:85]=[CH:86][c:87]1[cH:88][cH:89][cH:90][cH:91][cH:92]1)[CH:93]=[CH:94][c:95]1[cH:96][cH:97][cH:98][cH:99][cH:100]1.[OH2:137].[Pd:81].[Pd:82].[cH:28]1[cH:29][cH:30][c:31]([P:32]([c:33]2[cH:34][cH:35][c:36]3[c:37]([cH:38][cH:39][cH:40][cH:41]3)[c:42]2-[c:43]2[c:44]3[c:45]([cH:46][cH:47][cH:48][cH:49]3)[cH:50][cH:51][c:52]2[P:53]([c:54]2[cH:55][cH:56][cH:57][cH:58][cH:59]2)[c:60]2[cH:61][cH:62][cH:63][cH:64][cH:65]2)[c:66]2[cH:67][cH:68][cH:69][cH:70][cH:71]2)[cH:72][cH:73]1>>[CH:1]1([CH:4]([CH3:5])[O:6][c:25]2[cH:24][n:23][c:21]3[c:20]([n:26]2)[O:19][CH2:18][CH2:17][N:16]([CH2:9][c:10]2[cH:11][cH:12][cH:13][cH:14][cH:15]2)[CH2:22]3)[CH2:2][CH2:3]1.